The task is: describe an organic reaction: reactants, conditions, products, and yield. This data is from the Open Reaction Database (ORD), a public repository of structured organic reaction records. Starting materials: C=CCCC(O)CC(OCC)OCC, CI, [Cl-], [H-], [NH4+], [Na+], CN(C)C=O, O. Yields the product C=CCCC(CC(OCC)OCC)OC. As a reaction SMILES: [CH2:1]([CH3:2])[O:3][CH:4]([CH2:5][CH:6]([CH2:7][CH2:8][CH:9]=[CH2:10])[OH:11])[O:12][CH2:13][CH3:14].[CH3:17][I:18].[Cl-:19].[H-:15].[NH4+:20].[Na+:16].[O:22]=[CH:23][N:24]([CH3:25])[CH3:26].[OH2:21]>>[CH2:1]([CH3:2])[O:3][CH:4]([CH2:5][CH:6]([CH2:7][CH2:8][CH:9]=[CH2:10])[O:11][CH3:17])[O:12][CH2:13][CH3:14]. Starting materials: ClCCl, COc1ccc(CN(CS(=O)(=O)C(C)(C)C)C(=O)C(Br)C(C)O)cc1, C1=NCCCN2CCCCC12, C1CCOC1. Yields the product COc1ccc(CN(CS(=O)(=O)C(C)(C)C)C(=O)C2OC2C)cc1. As a reaction SMILES: [CH2:37]([Cl:38])[Cl:39].[CH3:12][O:13][c:14]1[cH:15][cH:16][c:17]([CH2:18][N:19]([C:20]([CH:21]([CH:22]([CH3:23])[OH:24])[Br:25])=[O:26])[CH2:27][S:28](=[O:29])(=[O:30])[C:31]([CH3:32])([CH3:33])[CH3:34])[cH:35][cH:36]1.[N:1]12[CH2:2][CH2:3][CH2:4][CH2:5][CH:6]1[CH:7]=[N:8][CH2:9][CH2:10][CH2:11]2.[O:40]1[CH2:41][CH2:42][CH2:43][CH2:44]1>>[CH3:12][O:13][c:14]1[cH:15][cH:16][c:17]([CH2:18][N:19]([C:20]([CH:21]2[CH:22]([CH3:23])[O:24]2)=[O:26])[CH2:27][S:28](=[O:29])(=[O:30])[C:31]([CH3:32])([CH3:33])[CH3:34])[cH:35][cH:36]1. Starting materials: C(C)(C)(C)N1C(NC(C1=O)=CC)=S (3-t-butyl-5-ethylidenethiohydantoin), C1CCN2C[C@H]3C[C@@H]([C@H]2C1)CN4[C@H]3CCCC4 (Sparteine), ethereal solution, C[Li] (methyllithium), Cl (HCl). Run in [NH4+].[Cl-] (NH4Cl), C1CCOC1 (THF), C1CCOC1 (THF), CCOC(=O)C (EtOAc). Run at time 1 hour. The product is C(C)(C)(C)N1C(NC(C1=O)C(C)C)=S (3-tert-Butyl-5-isopropyl-2-thiohydantoin). RXN SMILES: [CH2:1]1C[C@H]2N(C[C@@H]3[C@@H]4CCCCN4C[C@H]2C3)CC1.C[Li].[C:20]([N:24]1[C:28](=[O:29])[C:27](=[CH:30][CH3:31])[NH:26][C:25]1=[S:32])([CH3:23])([CH3:22])[CH3:21].Cl>C1COCC1.[NH4+].[Cl-].CCOC(C)=O>[C:20]([N:24]1[C:28](=[O:29])[CH:27]([CH:30]([CH3:1])[CH3:31])[NH:26][C:25]1=[S:32])([CH3:23])([CH3:22])[CH3:21] |f:5.6|. Procedure details: Sparteine (0.94 g, 0.0040 mol) was dissolved in 2 mL of THF in a flask equipped with a magnetic stirrer, septum, and nitrogen pressure. The flask was immersed in a −40° bath, and a 1.6 M ethereal solution of methyllithium (2.5 mL, 0.0040 mol) was added by syringe. Then a solution of 3-t-butyl-5-ethylidenethiohydantoin (0.20 g, 0.0010 mol) in 2 mL of THF was added dropwise by syringe over 20 min. After 1 hr, HPLC analysis showed no starting material. The reaction mixture was diluted with 5 mL of ... Starting materials: OCC1C(C1CCC1=CC=CC=C1)C(=O)OCC (ethyl (1SR,2SR,3RS) 2-hydroxymethyl-3-(2′-phenylethyl)cyclopropanecarboxylate), C[N+]1(CCOCC1)[O-] (NMO). The reagents and catalysts are CCC[N+](CCC)(CCC)CCC.[O-][Ru](=O)(=O)=O (TPAP). The solvent is C(Cl)Cl (CH2Cl2). Conditions: time 5 minute. Product: C(=O)C1C(C1CCC1=CC=CC=C1)C(=O)OCC (ethyl (1SR,2SR,3RS) 2-formyl-3-(2′-phenylethyl)cyclopropanecarboxylate). Yield: 61.8%. Reaction SMILES: [OH:1][CH2:2][CH:3]1[CH:5]([CH2:6][CH2:7][C:8]2[CH:13]=[CH:12][CH:11]=[CH:10][CH:9]=2)[CH:4]1[C:14]([O:16][CH2:17][CH3:18])=[O:15].C[N+]1([O-])CCOCC1>C(Cl)Cl.CCC[N+](CCC)(CCC)CCC.[O-][Ru](=O)(=O)=O>[CH:2]([CH:3]1[CH:5]([CH2:6][CH2:7][C:8]2[CH:13]=[CH:12][CH:11]=[CH:10][CH:9]=2)[CH:4]1[C:14]([O:16][CH2:17][CH3:18])=[O:15])=[O:1] |f:3.4|. Procedure: To a solution of ethyl (1SR,2SR,3RS) 2-hydroxymethyl-3-(2′-phenylethyl)cyclopropanecarboxylate (1.15 g, 4.6 mmol) in CH2Cl2 (40 mL) at room temperature and under argon, a molecular sieve (4 Å) (2.2 g) was added. After stirring 5 minutes, NMO (0.54 g, 4.6 mmol) and TPAP (0.03 g, 0.09 mmol) were added and the mixture was stirred overnight. Then the reaction mixture was filtered through celite and the solvent was removed to dryness. After purification of the crude by column chromatography using AcO...